Dataset: the Open Reaction Database (ORD), a public repository of structured organic reaction records. Task: describe an organic reaction: reactants, conditions, products, and yield Starting materials: C1(CC1)COC1=C(C=C(C=C1)C(F)F)C=1C2=C(N=CN1)C(=C(N2)C)C(=O)O (4-[2-(cyclopropylmethoxy)-5-(difluoromethyl)phenyl]-6-methyl-5H-pyrrolo[3,2-d]pyrimidine-7-carboxylic acid), N[C@H]1C[C@@H](N(C1)C(=O)OC(C)(C)C)C (tert-butyl(2S,4S)-4-amino-2-methylpyrrolidine-1-carboxylate). The product is C1(CC1)COC1=C(C=C(C=C1)C(F)F)C=1C2=C(N=CN1)C(=C(N2)C)C(=O)N[C@H]2C[C@@H](N(C2)C(=O)OC(C)(C)C)C (tert-Butyl(2S,4S)-4-[({4-[2-(cyclopropylmethoxy)-5-(difluoromethyl)phenyl]-6-methyl-5H-pyrrolo[3,2-d]pyrimidin-7-yl}carbonyl)amino]-2-methylpyrrolidine-1-carboxylate). Reaction SMILES: [CH:1]1([CH2:4][O:5][C:6]2[CH:11]=[CH:10][C:9]([CH:12]([F:14])[F:13])=[CH:8][C:7]=2[C:15]2[C:16]3[NH:23][C:22]([CH3:24])=[C:21]([C:25](O)=[O:26])[C:17]=3[N:18]=[CH:19][N:20]=2)[CH2:3][CH2:2]1.[NH2:28][C@@H:29]1[CH2:33][N:32]([C:34]([O:36][C:37]([CH3:40])([CH3:39])[CH3:38])=[O:35])[C@@H:31]([CH3:41])[CH2:30]1>>[CH:1]1([CH2:4][O:5][C:6]2[CH:11]=[CH:10][C:9]([CH:12]([F:14])[F:13])=[CH:8][C:7]=2[C:15]2[C:16]3[NH:23][C:22]([CH3:24])=[C:21]([C:25]([NH:28][C@@H:29]4[CH2:33][N:32]([C:34]([O:36][C:37]([CH3:40])([CH3:39])[CH3:38])=[O:35])[C@@H:31]([CH3:41])[CH2:30]4)=[O:26])[C:17]=3[N:18]=[CH:19][N:20]=2)[CH2:3][CH2:2]1. Procedure: Starting from 4-[2-(cyclopropylmethoxy)-5-(difluoromethyl)phenyl]-6-methyl-5H-pyrrolo[3,2-d]pyrimidine-7-carboxylic acid (example D.g1) and commercially available tert-butyl(2S,4S)-4-amino-2-methylpyrrolidine-1-carboxylate the title compound is obtained as pale yellow foam.